Dataset: the Open Reaction Database (ORD), a public repository of structured organic reaction records. Task: describe an organic reaction: reactants, conditions, products, and yield The reactants are C1CCNCC1, COCCOC, [LiH], Cc1ccc(S(=O)(=O)OCCCCCCN2C(=O)COCC2=O)cc1. Product: O=C1COCC(=O)N1CCCCCCN1CCCCC1. Reaction SMILES: [CH2:27]1[CH2:28][CH2:29][NH:30][CH2:31][CH2:32]1.[CH3:33][O:34][CH2:35][CH2:36][O:37][CH3:38].[LiH:26].[c:1]1([CH3:2])[cH:3][cH:4][c:5]([S:6]([O:7][CH2:11][CH2:12][CH2:13][CH2:14][CH2:15][CH2:16][N:17]2[C:18](=[O:24])[CH2:19][O:20][CH2:21][C:22]2=[O:23])(=[O:8])=[O:9])[cH:10][cH:25]1>>[CH2:11]([CH2:12][CH2:13][CH2:14][CH2:15][CH2:16][N:17]1[C:18](=[O:24])[CH2:19][O:20][CH2:21][C:22]1=[O:23])[N:30]1[CH2:29][CH2:28][CH2:27][CH2:32][CH2:31]1.